This data is from the Open Reaction Database (ORD), a public repository of structured organic reaction records. The task is: describe an organic reaction: reactants, conditions, products, and yield Starting materials: O.[OH-].[Li+] (lithium hydroxide monohydrate), Cl (hydrochloric acid), ClC1=C(C(=O)OC)C=CC(=C1C(=O)OC)Cl (Dimethyl 2,4-dichloroisophthaloate), C(CS)(=O)OC (methyl thioglycolate). Solvent: CN(C=O)C (N,N-dimethylformamide), O (water). Reaction conditions: time 2 day. The product is ClC1=C(C=CC=2SC(=C(C21)O)C(=O)OC)C(=O)OC (dimethyl 4-chloro-3-hydroxybenzo[b]thiophene-2,5-dicarboxylate). The yield is 98.4%. RXN SMILES: [Cl:1][C:2]1[C:11]([C:12]([O:14][CH3:15])=[O:13])=[C:10](Cl)[CH:9]=[CH:8][C:3]=1[C:4]([O:6]C)=O.[C:17]([O:21][CH3:22])(=[O:20])[CH2:18][SH:19].O.[OH-].[Li+].Cl>CN(C)C=O.O>[Cl:1][C:2]1[C:3]2[C:4]([OH:6])=[C:18]([C:17]([O:21][CH3:22])=[O:20])[S:19][C:8]=2[CH:9]=[CH:10][C:11]=1[C:12]([O:14][CH3:15])=[O:13] |f:2.3.4|. Reported procedure: Dimethyl 2,4-dichloroisophthaloate (11.95 g) and methyl thioglycolate (7.23 g) was dissolved in N,N-dimethylformamide, and lithium hydroxide monohydrate (3.81 g) added. The mixture was stirred at ambient temperature for 2 days, diluted with water and brought to pH 1 with hydrochloric acid. The solid was filtered, washed with boiling cyclohexane and dried by azeotropic removal of toluene to give dimethyl 4-chloro-3-hydroxybenzo[b]thiophene-2,5-dicarboxylate (13.44 g) as a beige solid, m.p. 127°-1... Reaction SMILES: [C:1]1([C:7]2[CH:8]=[N:9][C:10]3[CH:11]=[CH:12][CH:13]=[C:14]([C:17](O)=[O:18])[C:15]=3[CH:16]=2)[CH:6]=[CH:5][CH:4]=[CH:3][CH:2]=1.[H-].[Al+3].[Li+].[H-].[H-].[H-].O.[Cl-].[NH4+]>O1CCCC1>[OH:18][CH2:17][C:14]1[CH:13]=[CH:12][CH:11]=[C:10]2[C:15]=1[CH:16]=[C:7]([C:1]1[CH:6]=[CH:5][CH:4]=[CH:3][CH:2]=1)[CH:8]=[N:9]2 |f:1.2.3.4.5.6,8.9|. Yield: 106.3%. The reactants are C1(=CC=CC=C1)C=1C=NC=2C=CC=C(C2C1)C(=O)O (3-phenyl-quinoline-5-carboxylic acid), [H-].[Al+3].[Li+].[H-].[H-].[H-] (lithium aluminum hydride), O (water), [Cl-].[NH4+] (ammonium chloride). Run in O1CCCC1 (tetrahydrofuran), O1CCCC1 (tetrahydrofuran). Procedure details: 80 g (0.32 mol) of 3-phenyl-quinoline-5-carboxylic acid are suspended in 1.6 l of abs. tetrahydrofuran under argon and 400 ml of 1 molar lithium aluminum hydride solution in tetrahydrofuran are added dropwise. In this process, the temperature may rise to 35° C. The mixture is subsequently stirred for 90 minutes and 16 ml of water and then 48 ml of saturated ammonium chloride solution are added dropwise with cooling, the mixture is subsequently stirred for 30 minutes and filtered with suction, th... The product is OCC1=C2C=C(C=NC2=CC=C1)C1=CC=CC=C1 (5-Hydroxymethyl-3-phenyl-quinoline). Conditions: time 90 minute. Reactants: C(=O)C1=C(C=NC=C1)C1=CC(=C(C#N)C=C1)OC (4-(4-formylpyridin-3-yl)-2-methoxybenzonitrile), c-PrMgCl, C1CCOC1 (THF), C1CCOC1 (THF). Run at temperature -36 celsius, time 1 hour. Product: C1(CC1)C(C1=C(C=NC=C1)C1=CC(=C(C#N)C=C1)OC)O (4-(4-(cyclopropyl(hydroxy)methyl)pyridin-3-yl)-2-methoxybenzonitrile). Reaction SMILES: [CH:1]([C:3]1[CH:8]=[CH:7][N:6]=[CH:5][C:4]=1[C:9]1[CH:16]=[CH:15][C:12]([C:13]#[N:14])=[C:11]([O:17][CH3:18])[CH:10]=1)=[O:2].[CH2:19]1[CH2:23]OC[CH2:20]1>>[CH:20]1([CH:1]([OH:2])[C:3]2[CH:8]=[CH:7][N:6]=[CH:5][C:4]=2[C:9]2[CH:16]=[CH:15][C:12]([C:13]#[N:14])=[C:11]([O:17][CH3:18])[CH:10]=2)[CH2:19][CH2:23]1. Reported procedure: To a solution of 4-(4-formylpyridin-3-yl)-2-methoxybenzonitrile (100 mg, 0.42 mmol) in THF (4 mL) at −36° C. was added 0.5M c-PrMgCl in THF (2.27 mL, 1.13 mmol) dropwise and the mixture was stirred at −36° C. for 1 hr. The mixture was quenched with water at −36° C., silica gel was added, and the mixture was concentrated in vacuo. The residue was purified by silica chromatography eluting with a 40 to 100% EtOAc-heptane gradient. The product obtained was re-purified by Xbridge C18 eluting with a 1... Starting materials: O=C([O-])O, Cc1ccc(S(=O)(=O)O)cc1, Cc1ccccc1, [Na+], CCCc1c(Cc2ccc(-c3ccccc3-c3noc(=O)[nH]3)cc2)c(=O)n(C2CCC(=O)CC2)c2ncnn12, OC1COCC1O. Product: CCCc1c(Cc2ccc(-c3ccccc3-c3noc(=O)[nH]3)cc2)c(=O)n(C2CCC3(CC2)OC2COCC2O3)c2ncnn12. Reaction SMILES: [C:58](=[O:59])([O-:60])[OH:61].[CH3:47][c:48]1[cH:49][cH:50][c:51]([S:52](=[O:53])(=[O:54])[OH:55])[cH:56][cH:57]1.[CH3:63][c:64]1[cH:65][cH:66][cH:67][cH:68][cH:69]1.[Na+:62].[O:1]=[C:2]1[CH2:3][CH2:4][CH:5]([n:8]2[c:9]3[n:10]([c:11]([CH2:34][CH2:35][CH3:36])[c:12]([CH2:15][c:16]4[cH:17][cH:18][c:19](-[c:22]5[c:23](-[c:28]6[n:29][o:30][c:31](=[O:33])[nH:32]6)[cH:24][cH:25][cH:26][cH:27]5)[cH:20][cH:21]4)[c:13]2=[O:14])[n:37][cH:38][n:39]3)[CH2:6][CH2:7]1.[O:40]1[CH2:41][CH:42]([OH:46])[CH:43]([OH:45])[CH2:44]1>>[O:1]1[C:2]2([CH2:3][CH2:4][CH:5]([n:8]3[c:9]4[n:10]([c:11]([CH2:34][CH2:35][CH3:36])[c:12]([CH2:15][c:16]5[cH:17][cH:18][c:19](-[c:22]6[c:23](-[c:28]7[n:29][o:30][c:31](=[O:33])[nH:32]7)[cH:24][cH:25][cH:26][cH:27]6)[cH:20][cH:21]5)[c:13]3=[O:14])[n:37][cH:38][n:39]4)[CH2:6][CH2:7]2)[O:46][CH:42]2[CH2:41][O:40][CH2:44][CH:43]12. Reactants: COC1=CC=C(C=C1)N1C(N(C(=C1)C1=CC=CC=C1)O)=S (3-(p-methoxyphenyl)-5-phenyl-1-hydroxy-1,2-dihydroimidazole-2-thione), C(N)([O-])=S (thiocarbamate), C16H14N2O2. Run in C(Cl)Cl (CH2Cl2). Product: C1(=CC=CC=C1)C=1NC(N(C1)O)=S (phenyl-1-hydroxy-1,2-dihydroimidazole-2-thione). As a reaction SMILES: COC1C=CC([N:9]2[CH:13]=[C:12]([C:14]3[CH:19]=[CH:18][CH:17]=[CH:16][CH:15]=3)[N:11](O)[C:10]2=[S:21])=CC=1.C(=S)([O-:24])N>C(Cl)Cl>[C:14]1([C:12]2[NH:11][C:10](=[S:21])[N:9]([OH:24])[CH:13]=2)[CH:19]=[CH:18][CH:17]=[CH:16][CH:15]=1. Procedure details: The thiohydroxamine acid, 3-(p-methoxyphenyl)-5-phenyl-1-hydroxy-1,2-dihydroimidazole-2-thione, was prepared from the thiocarbamate in a manner similar to that used in Example I. The 3-(p-methoxyphenyl)-5-phenyl-1-hydroxy-1,2-dihydroimidazole-2-thione was recrystallized from methylene chloride/hexane to give white crystalline material. mp: 168° C. (dec); IR (CH2Cl2): 2800-1756-1510-1383-1361-1241-1133 cm-1 ; 1H NMR (200 MHz, CDCl3 : DMSO 1:1): 3.82 (3H, OCH3, s); 6.5 (2H, d); 7.15 (1H, CH=, s); ...